This data is from the Open Reaction Database (ORD), a public repository of structured organic reaction records. The task is: describe an organic reaction: reactants, conditions, products, and yield Starting materials: C(=O)=O (carbon dioxide), CCCCCC (n-hexane), C(CCC)[Li] (n-butyllithium), FC1=CC(=CC(=C1)[C@@H]1CC[C@H](CC1)C=C)F (1,3-difluoro-5-(trans-4-vinylcyclohexyl) benzene). Solvent: O1CCCC1 (tetrahydrofuran). Reaction conditions: temperature -70 celsius, time 30 minute. Product: FC1=C(C(=O)O)C(=CC(=C1)[C@@H]1CC[C@H](CC1)C=C)F (2,6-difluoro-4-(trans-4-vinylcyclohexyl)benzoic acid). RXN SMILES: [F:1][C:2]1[CH:7]=[C:6]([C@H:8]2[CH2:13][CH2:12][C@H:11]([CH:14]=[CH2:15])[CH2:10][CH2:9]2)[CH:5]=[C:4]([F:16])[CH:3]=1.CCCCCC.C([Li])CCC.[C:28](=[O:30])=[O:29]>O1CCCC1>[F:1][C:2]1[CH:7]=[C:6]([C@H:8]2[CH2:9][CH2:10][C@H:11]([CH:14]=[CH2:15])[CH2:12][CH2:13]2)[CH:5]=[C:4]([F:16])[C:3]=1[C:28]([OH:30])=[O:29]. Procedure: 25 g of 1,3-difluoro-5-(trans-4-vinylcyclohexyl) benzene was dissolved in 100 ml of tetrahydrofuran, and then cooled to a temperature of −70° C. To the solution was then added dropwise 88 ml of a 1.53 mol/l n-hexane solution of n-butyllithium at a rate such that the liquid temperature was kept at −60° C. After 30 minutes of stirring, carbon dioxide was then introduced into the system at a rate such that the liquid temperature was kept at −60° C. When heat generation was terminated, the temperatu... Reactants: ON1C(CC(CC1(C)C)O)(C)C (1-oxyl-4-hydroxy-2,2,6,6-tetramethylpiperidine), C1=CCCC=CCC1 (1,5-cyclooctadiene). Run at temperature 100 celsius. Yields the product C1(C=CCCC=CC1)ON1C(CC(CC1(C)C)O)(C)C (1-(Cycloocta-2,6-dienyloxy)-2,2,6,6-tetramethyl-4-hydroxypiperidine). The yield is 17.1%. RXN SMILES: [OH:1][N:2]1[C:7]([CH3:9])([CH3:8])[CH2:6][CH:5]([OH:10])[CH2:4][C:3]1([CH3:12])[CH3:11].[CH:13]1[CH2:20][CH2:19][CH:18]=[CH:17][CH2:16][CH2:15][CH:14]=1>>[CH:20]1([O:1][N:2]2[C:7]([CH3:8])([CH3:9])[CH2:6][CH:5]([OH:10])[CH2:4][C:3]2([CH3:12])[CH3:11])[CH2:19][CH:18]=[CH:17][CH2:16][CH2:15][CH:14]=[CH:13]1. Reported procedure: A mixture of 29.4 g (0.17 mol) of 1-oxyl-4-hydroxy-2,2,6,6-tetramethylpiperidine and 148.0 g (1.37 mol) of 1,5-cyclooctadiene is heated under a nitrogen atmosphere at 100° C. for 24 hours. The reaction mixture is filtered to remove 1,4-dihydroxy-2,2,6,6-tetramethylpiperidine, and the filtrate is diluted with heptane (250 mL). The organic phase is washed with 5% ascorbic acid (2×50 mL) and distilled water (2×50 mL). The organic phase is dried over anhydrous magnesium sulfate and the volatiles rem... The reactants are ClC1=CC=NC2=CC=CC=C12 (4-chloroquinoline), NC1=CC=CC=C1 (aniline). Run in [OH-].[Na+] (sodium hydroxide). Conditions: temperature 150 celsius. Yields the product C1(=CC=CC=C1)NC1=CC=NC2=CC=CC=C12 (Phenyl-quinolin-4-yl-amine). The yield is 101.8%. RXN SMILES: Cl[C:2]1[C:11]2[C:6](=[CH:7][CH:8]=[CH:9][CH:10]=2)[N:5]=[CH:4][CH:3]=1.[NH2:12][C:13]1[CH:18]=[CH:17][CH:16]=[CH:15][CH:14]=1>[OH-].[Na+]>[C:13]1([NH:12][C:2]2[C:11]3[C:6](=[CH:7][CH:8]=[CH:9][CH:10]=3)[N:5]=[CH:4][CH:3]=2)[CH:18]=[CH:17][CH:16]=[CH:15][CH:14]=1 |f:2.3|. Procedure: A mixture of 4-chloroquinoline (10 g) and aniline (11.4 g) was warmed to 150° C. for 30 min. A solution of sodium hydroxide 1 N (200 ml) was added. After extraction with ethyl acetate (1 L), the organic layer was separated and dried over sodium sulfate. The solvent was removed to afford an amorphous materiel, which was crystallized in cyclohexane. Phenyl-quinolin-4-yl-amine (13.7 g) was obtained after filtration. Reactants: ClC1=C(C=C(C=C1)[C@@H]1O[C@@H]([C@H]([C@@H]([C@H]1OCC1=CC=CC=C1)OCC1=CC=CC=C1)OCC1=CC=CC=C1)COCC1=CC=CC=C1)C1(CC1)C#N (1-(2-chloro-5-((2S,3S,4R,5R,6R)-3,4,5-tris(benzyloxy)-6-(benzyloxymethyl)-tetrahydro-2H-pyran-2-yl)phenyl)cyclopropanecarbonitrile), [OH-].[Na+] (NaOH), CCO.O (EtOH H2O). Run at temperature 110 celsius, time 15 hour. The product is ClC1=C(C=C(C=C1)[C@@H]1O[C@@H]([C@H]([C@@H]([C@H]1OCC1=CC=CC=C1)OCC1=CC=CC=C1)OCC1=CC=CC=C1)COCC1=CC=CC=C1)C1(CC1)C(=O)O (1-(2-Chloro-5-((2S,3S,4R,5R,6R)-3,4,5-tris(benzyloxy)-6-(benzyloxymethyl)-tetrahydro-2H-pyran-2-yl)phenyl)cyclopropanecarboxylic acid). Yield: 99.0%. RXN SMILES: [Cl:1][C:2]1[CH:7]=[CH:6][C:5]([C@H:8]2[C@H:13]([O:14][CH2:15][C:16]3[CH:21]=[CH:20][CH:19]=[CH:18][CH:17]=3)[C@@H:12]([O:22][CH2:23][C:24]3[CH:29]=[CH:28][CH:27]=[CH:26][CH:25]=3)[C@H:11]([O:30][CH2:31][C:32]3[CH:37]=[CH:36][CH:35]=[CH:34][CH:33]=3)[C@@H:10]([CH2:38][O:39][CH2:40][C:41]3[CH:46]=[CH:45][CH:44]=[CH:43][CH:42]=3)[O:9]2)=[CH:4][C:3]=1[C:47]1([C:50]#N)[CH2:49][CH2:48]1.[OH-:52].[Na+].CCO.[OH2:57]>>[Cl:1][C:2]1[CH:7]=[CH:6][C:5]([C@H:8]2[C@H:13]([O:14][CH2:15][C:16]3[CH:21]=[CH:20][CH:19]=[CH:18][CH:17]=3)[C@@H:12]([O:22][CH2:23][C:24]3[CH:29]=[CH:28][CH:27]=[CH:26][CH:25]=3)[C@H:11]([O:30][CH2:31][C:32]3[CH:37]=[CH:36][CH:35]=[CH:34][CH:33]=3)[C@@H:10]([CH2:38][O:39][CH2:40][C:41]3[CH:46]=[CH:45][CH:44]=[CH:43][CH:42]=3)[O:9]2)=[CH:4][C:3]=1[C:47]1([C:50]([OH:57])=[O:52])[CH2:49][CH2:48]1 |f:1.2,3.4|. Procedure: To a solution of cyanide 42 (3.0 g, 4.25 mmol) in EtOH/H2O (20 mL/20 mL) was added NaOH (20.5 g, 423 mmol). The mixture was stirred at 110° C. for 15 hours. The mixture was cooled to room temperature and evaporated in vacuo to remove EtOH. The residue was diluted with H2O, cooled to 0° C. and acidified with c-HCl solution. The titled compound 43 was precipitated as a solid, dissolved with EtOAc and extracted. The organic layer was dried over anhydrous MgSO4, filtered and concentrated in vacuo to... Starting materials: C(C)(C)(C)OC(=O)N1[C@@H](CC(C1)=NOC)C(=O)O ((2S,4EZ)-1-(tert-butoxycarbonyl)-4-(methoxyimino)-2-pyrrolidinecarboxylic acid), C1(=CC=C(C=C1)C(=O)Cl)C1=CC=CC=C1 ([1,1′-biphenyl]-4-carbonyl chloride), NC[C@@H](O)C1=CC=CC=C1 ((1S)-2-amino-1-phenylethanol). Product: C1(=CC=C(C=C1)C(=O)N1[C@@H](CC(C1)=NOC)C(=O)NC[C@H](C1=CC=CC=C1)O)C1=CC=CC=C1 ((2S,4EZ)-1-([1,1′-biphenyl]-4-ylcarbonyl)-N-[(2S)-2-hydroxy-2-phenylethyl]-4-(methoxyimino)-2-pyrrolidinecarboxamide). As a reaction SMILES: C(O[C:6]([N:8]1[CH2:12][C:11](=[N:13][O:14][CH3:15])[CH2:10][C@H:9]1[C:16]([OH:18])=O)=[O:7])(C)(C)C.[C:19]1([C:28]2[CH:33]=[CH:32][CH:31]=[CH:30][CH:29]=2)[CH:24]=[CH:23][C:22](C(Cl)=O)=[CH:21][CH:20]=1.[NH2:34][CH2:35][C@H:36]([C:38]1[CH:43]=[CH:42][CH:41]=[CH:40][CH:39]=1)[OH:37]>>[C:28]1([C:19]2[CH:20]=[CH:21][CH:22]=[CH:23][CH:24]=2)[CH:29]=[CH:30][C:31]([C:6]([N:8]2[CH2:12][C:11](=[N:13][O:14][CH3:15])[CH2:10][C@H:9]2[C:16]([NH:34][CH2:35][C@@H:36]([OH:37])[C:38]2[CH:43]=[CH:42][CH:41]=[CH:40][CH:39]=2)=[O:18])=[O:7])=[CH:32][CH:33]=1. Procedure details: Following the general method as outlined in Example 22, starting from (2S,4EZ)-1-(tert-butoxycarbonyl)-4-(methoxyimino)-2-pyrrolidinecarboxylic acid, [1,1′-biphenyl]-4-carbonyl chloride, and (1S)-2-amino-1-phenylethanol, the title compound was obtained in 87% purity by HPLC. MS(ESI+): m/z=458. Reactants: C(=O)(OCC)C1=C(N=C2N1C=CC=C2O)C (3-carboethoxy-8-hydroxy-2-methylimidazo[1,2-a]pyridine), C(C)C1=C(CCl)C(=CC=C1)C (2-ethyl-6-methylbenzylchloride), C([O-])([O-])=O.[Na+].[Na+] (sodium carbonate), [I-].[K+] (potassium iodide). The solvent is C(C)#N (acetonitrile). The product is C(=O)(OCC)C1=C(N=C2N1C=CC=C2OCC2=C(C=CC=C2C)CC)C (3-carboethoxy-8-(2-ethyl-6-methylbenzyloxy)-2-methylimidazo[1,2-a]pyridine). Isolated yield 68.0%. As a reaction SMILES: [C:1]([C:6]1[N:10]2[CH:11]=[CH:12][CH:13]=[C:14]([OH:15])[C:9]2=[N:8][C:7]=1[CH3:16])([O:3][CH2:4][CH3:5])=[O:2].[CH2:17]([C:19]1[CH:26]=[CH:25][CH:24]=[C:23]([CH3:27])[C:20]=1[CH2:21]Cl)[CH3:18].C(=O)([O-])[O-].[Na+].[Na+].[I-].[K+]>C(#N)C>[C:1]([C:6]1[N:10]2[CH:11]=[CH:12][CH:13]=[C:14]([O:15][CH2:21][C:20]3[C:23]([CH3:27])=[CH:24][CH:25]=[CH:26][C:19]=3[CH2:17][CH3:18])[C:9]2=[N:8][C:7]=1[CH3:16])([O:3][CH2:4][CH3:5])=[O:2] |f:2.3.4,5.6|. Procedure: A stirred mixture of 3-carboethoxy-8-hydroxy-2-methylimidazo[1,2-a]pyridine (0.92 g, 4.2 mmol), (0.7 g, 4.2 mmol) 2-ethyl-6-methylbenzylchloride (0.7 g, 4.2 mmol), sodium carbonate (1.0 g, 9.4 mmol) and a catalytic amount of potassium iodide in acetonitrile (40 ml) was refluxed for 4 h. After filtration and evaporation of the solvent under reduced pressure the residue was purified by column chromatography on silica gel using methylene chloride:ethylacetate as eluent to give 1.0 g, (68%) of the t... Reactants: ClC=1C(=NC=C(C1)Cl)C=C (3,5-dichloro-2-vinylpyridine), [N+](=[N-])=CC(=O)OCC (ethyl diazoacetate). The solvent is C=1(C(=CC=CC1)C)C (xylene). Run at time 8 hour. The product is ClC=1C(=NC=C(C1)Cl)C1C(C1)C(=O)OCC (ethyl 2-(3,5-dichloropyridin-2-yl)cyclopropanecarboxylate). Reaction SMILES: [Cl:1][C:2]1[C:3]([CH:9]=[CH2:10])=[N:4][CH:5]=[C:6]([Cl:8])[CH:7]=1.[N+](=[CH:13][C:14]([O:16][CH2:17][CH3:18])=[O:15])=[N-]>C1(C)C(C)=CC=CC=1>[Cl:1][C:2]1[C:3]([CH:9]2[CH2:10][CH:13]2[C:14]([O:16][CH2:17][CH3:18])=[O:15])=[N:4][CH:5]=[C:6]([Cl:8])[CH:7]=1. Procedure details: A mixture of 0.485 g of 3,5-dichloro-2-vinylpyridine (0.0014 mol) and 0.15 ml of ethyl diazoacetate (0.00127 mol) are added dropwise to 5 ml of refluxing xylene. The reaction mixture is refluxed for thirty minutes and left at room temperature overnight. After concentration to dryness and purification on silica, 250 mg of essentially pure ethyl 2-(3,5-dichloropyridin-2-yl)cyclopropanecarboxylate (75%) are obtained. Reactants: N(=O)[O-].[Na+] (sodium nitrite), C1(C=CC(N1)=O)=O (maleimide), C(=O)=O (dry ice), NC1=CC=C(C=C1)C (p-toluidine), C(C)(=O)[O-].[Na+] (sodium acetate), cupric chloride dihydrate. Run in O (water), CC(=O)C (acetone), Cl (hydrochloric acid), O (water). Conditions: time 0.5 hour. The product is C1(=CC=C(C=C1)C=1C(=O)NC(C1)=O)C (2-(p-tolyl)maleimide). Reaction SMILES: N[C:2]1[CH:7]=[CH:6][C:5]([CH3:8])=[CH:4][CH:3]=1.N([O-])=O.[Na+].[C:13]1(=[O:19])[NH:17][C:16](=[O:18])[CH:15]=[CH:14]1.C(=O)=O.C([O-])(=O)C.[Na+]>Cl.O.CC(C)=O>[C:5]1([CH3:8])[CH:6]=[CH:7][C:2]([C:14]2[C:13]([NH:17][C:16](=[O:18])[CH:15]=2)=[O:19])=[CH:3][CH:4]=1 |f:1.2,5.6|. Procedure: A 53.6 g portion of p-toluidine was dissolved in a mixture of 150 ml of 12N-hydrochloric acid and 100 ml of water, cooled in an ice-salt bath. A 100 g portion of ice was added and then a solution of 35 g of sodium nitrite in 80 ml of water was added dropwise with stirring over 1/2 hour. A solution of 48.5 g of maleimide in 400 ml of acetone was then added in one portion and the mixture was cooled in an ice-salt bath with 20 g of dry ice added to the reaction mixture. A 125 g portion of sodium ac...